Dataset: the Open Reaction Database (ORD), a public repository of structured organic reaction records. Task: describe an organic reaction: reactants, conditions, products, and yield Reactants: CCOC(=O)c1ccc(NCc2cc(Br)ccc2OCc2ccccc2)c([N+](=O)[O-])c1, CC(=O)O, [Fe], O. Product: CCOC(=O)c1ccc(NCc2cc(Br)ccc2OCc2ccccc2)c(N)c1. Reaction SMILES: [CH2:1]([c:2]1[cH:3][cH:4][cH:5][cH:6][cH:7]1)[O:8][c:9]1[c:10]([CH2:11][NH:12][c:13]2[c:14]([N+:24]([O-:25])=[O:26])[cH:15][c:16]([C:17](=[O:18])[O:19][CH2:20][CH3:21])[cH:22][cH:23]2)[cH:27][c:28]([Br:31])[cH:29][cH:30]1.[CH3:33][C:34](=[O:35])[OH:36].[Fe:37].[OH2:32]>>[CH2:1]([c:2]1[cH:3][cH:4][cH:5][cH:6][cH:7]1)[O:8][c:9]1[c:10]([CH2:11][NH:12][c:13]2[c:14]([NH2:24])[cH:15][c:16]([C:17](=[O:18])[O:19][CH2:20][CH3:21])[cH:22][cH:23]2)[cH:27][c:28]([Br:31])[cH:29][cH:30]1. The reactants are ClC1=C(N(C(C(=N1)Cl)=O)CC(=O)OCC1=CC=CC=C1)C (benzyl 2-[3,5-dichloro-2-methyl-6-oxo-1(6H)-pyrazinyl]acetate), NC[C@@H]1N(CCC1)C(=O)OC(C)(C)C (tert-butyl (2R)-2-(aminomethyl)-1-pyrrolidinecarboxylate). The product is C(C1=CC=CC=C1)OC(CN1C(C(=NC(=C1C)Cl)NC[C@@H]1N(CCC1)C(=O)OC(C)(C)C)=O)=O (tert-Butyl (2R)-2-[({4-[2-(Benzyloxy)-2-oxoethyl]-6-chloro-5-methyl-3-oxo-3,4-dihydro-2-pyrazinyl}amino)methyl]-1-pyrrolidinecarboxylate). Yield: 80.0%. Reaction SMILES: [Cl:1][C:2]1[N:7]=[C:6](Cl)[C:5](=[O:9])[N:4]([CH2:10][C:11]([O:13][CH2:14][C:15]2[CH:20]=[CH:19][CH:18]=[CH:17][CH:16]=2)=[O:12])[C:3]=1[CH3:21].[NH2:22][CH2:23][C@H:24]1[CH2:28][CH2:27][CH2:26][N:25]1[C:29]([O:31][C:32]([CH3:35])([CH3:34])[CH3:33])=[O:30]>>[CH2:14]([O:13][C:11](=[O:12])[CH2:10][N:4]1[C:3]([CH3:21])=[C:2]([Cl:1])[N:7]=[C:6]([NH:22][CH2:23][C@H:24]2[CH2:28][CH2:27][CH2:26][N:25]2[C:29]([O:31][C:32]([CH3:35])([CH3:34])[CH3:33])=[O:30])[C:5]1=[O:9])[C:15]1[CH:20]=[CH:19][CH:18]=[CH:17][CH:16]=1. Procedure details: The title compound was prepared by a similar method to preparation 42 from benzyl 2-[3,5-dichloro-2-methyl-6-oxo-1(6H)-pyrazinyl]acetate (preperation 17) and tert-butyl (2R)-2-(aminomethyl)-1-pyrrolidinecarboxylate [see preparation 52]. The crude product was purified by column chromatography on silica gel using an elution gradient of ethyl acetate:pentane (10:90) changing to (80:20) in 10% increments to afford the title compound as a clear oil, (80%). Starting materials: CC(C)(C)C1=NC=C(C=N1)O (2-(1,1-dimethylethyl)-5-pyrimidinol), C([O-])([O-])=O.[K+].[K+] (potassium carbonate), P(OC)(OC)(Cl)=S (O,O-dimethyl phosphorochloridothioate), [H][H] (hydrogen), P(OC)(OC)(Cl)=S (O,O-dimethyl phosphorochloridothioate), [H][H] (hydrogen). Solvent: C(C)#N (acetonitrile). Product: P(OC)(OC)(OC=1C=NC(=NC1)C(C)(C)C)=S (O,O-dimethyl O-(2-(1,1-dimethylethyl)-5-pyrimidinyl) phosphorothioate). RXN SMILES: [CH3:1][C:2]([C:5]1[N:10]=[CH:9][C:8]([OH:11])=[CH:7][N:6]=1)([CH3:4])[CH3:3].C(=O)([O-])[O-].[K+].[K+].[P:18](=[S:24])(Cl)([O:21][CH3:22])[O:19][CH3:20].[H][H]>C(#N)C>[P:18](=[S:24])([O:11][C:8]1[CH:7]=[N:6][C:5]([C:2]([CH3:1])([CH3:3])[CH3:4])=[N:10][CH:9]=1)([O:21][CH3:22])[O:19][CH3:20] |f:1.2.3|. Reported procedure: To a stirred mixture of 6 grams of 2-(1,1-dimethylethyl)-5-pyrimidinol, 6 grams of finely powdered potassium carbonate and 40 ml of acetonitrile was added 6.33 grams of O,O-dimethyl phosphorochloridothioate. The mixture was stirred without external heating until all O,O-dimethyl phosphorochloridothioate was consumed as shown by GLC. The solids present were removed by filtration, the filtrate concentrated under vacuum, the residue taken up in diethyl ether, the ether solution washed twice with 2%... Reactants: N\C(=C/C(=O)OCC)\C (ethyl 3-aminocrotonate), ClC1=C(C(=CC(=C1)Cl)Cl)C(C(=O)[O-])(C(=O)[O-])C1=C(C=C(C=C1Cl)Cl)Cl (di-(2,4,6-trichlorophenyl)malonate). Run in COCCOCCOC (diglyme). Yields the product OC=1C(=C(NC(C1)=O)C)C(=O)OCC (Ethyl 4-hydroxy-2-methyl-6-oxo-1,6-dihydro-3-pyridinecarboxylate). RXN SMILES: [NH2:1]/[C:2](/[CH3:9])=[CH:3]\[C:4]([O:6][CH2:7][CH3:8])=[O:5].ClC1C=C(Cl)C=C(Cl)C=1[C:19](C1C(Cl)=CC(Cl)=CC=1Cl)([C:23]([O-])=[O:24])[C:20]([O-])=[O:21]>COCCOCCOC>[OH:24][C:23]1[C:3]([C:4]([O:6][CH2:7][CH3:8])=[O:5])=[C:2]([CH3:9])[NH:1][C:20](=[O:21])[CH:19]=1. Procedure details: A solution of ethyl 3-aminocrotonate (12.6 g, 97.5 mmol) and of intermediate 11 in diglyme (400 ml) was heated at 100° C. for 3 hours during which the product separated out. After cooling, diethylether (1.5 l) was added and the desired intermediate 12 was filtered (14.2 g, 75%). m.p. 243–245° C. Reactants: O1CCN(CC1)CCN (2-morpholinoethylamine), C(C)(=O)C=1C(=CC(=NC1C)C(=O)O)C1=CC(=CC=C1)[N+](=O)[O-] (5-acetyl-6-methyl-4-(3-nitrophenyl)-2-pyridinecarboxylic acid), ON1N=NC2=C1C=CC=C2 (N-hydroxybenzotriazole), Cl.C(C)N=C=NCCCN(C)C (N-ethyl-N'-(3-dimethylaminopropyl)carbodiimide hydrochloride). Solvent: C(C)N(CC)CC (triethylamine), O1CCCC1 (tetrahydrofuran), ice, C(C)(=O)OCC (ethyl acetate). Run at time 1 hour. Yields the product C(C)(=O)C=1C(=NC(=CC1C1=CC(=CC=C1)[N+](=O)[O-])C(NCCN1CCOCC1)=O)C (3-acetyl-2-methyl-6-(2-morpholinoethylcarbamoyl)-4-(3-nitrophenyl)pyridine). The yield is 34.6%. Reaction SMILES: [C:1]([C:4]1[C:5]([C:14]2[CH:19]=[CH:18][CH:17]=[C:16]([N+:20]([O-:22])=[O:21])[CH:15]=2)=[CH:6][C:7]([C:11]([OH:13])=O)=[N:8][C:9]=1[CH3:10])(=[O:3])[CH3:2].ON1C2C=CC=CC=2N=N1.Cl.C(N=C=NCCCN(C)C)C.[O:45]1[CH2:50][CH2:49][N:48]([CH2:51][CH2:52][NH2:53])[CH2:47][CH2:46]1>O1CCCC1.C(OCC)(=O)C.C(N(CC)CC)C>[C:1]([C:4]1[C:9]([CH3:10])=[N:8][C:7]([C:11](=[O:13])[NH:53][CH2:52][CH2:51][N:48]2[CH2:49][CH2:50][O:45][CH2:46][CH2:47]2)=[CH:6][C:5]=1[C:14]1[CH:19]=[CH:18][CH:17]=[C:16]([N+:20]([O-:22])=[O:21])[CH:15]=1)(=[O:3])[CH3:2] |f:2.3|. Reported procedure: To a solution of 5-acetyl-6-methyl-4-(3-nitrophenyl)-2-pyridinecarboxylic acid (0.95 g) in tetrahydrofuran (10 ml) was added N-hydroxybenzotriazole (0.43 g) and N-ethyl-N'-(3-dimethylaminopropyl)carbodiimide hydrochloride (0.61 g) at 5° C. After the mixture was stirred at the same temperature for 1 hour, 2-morpholinoethylamine (0.41 g) and triethylamine (0.32 g) was added thereto. The mixture was stirred at ambient temperature for 2 hours and diluted with ice-cold water (20 ml) and ethyl acetate... Reactants: C[Sn](C)(C)C (Tetramethylstannane), BrC1(C(C=C(C=C1)C1=CC=CC=C1)CCC1=CC=C(C(=O)NCCC(=O)OC(C)(C)C)C=C1)OC(F)(F)F (Tert-butyl N-(4-{2-[4-bromo-4-(trifluoromethoxy)biphenyl-3-yl]ethyl}benzoyl)-β-alaninate). The reagents and catalysts are C=1C=CC(=CC1)[P](C=2C=CC=CC2)(C=3C=CC=CC3)[Pd]([P](C=4C=CC=CC4)(C=5C=CC=CC5)C=6C=CC=CC6)([P](C=7C=CC=CC7)(C=8C=CC=CC8)C=9C=CC=CC9)[P](C=1C=CC=CC1)(C=1C=CC=CC1)C=1C=CC=CC1 (Pd(PPh3)4). Solvent: CN(C)C=O (DMF). Conditions: temperature 120 celsius. Product: CC1(C(C=C(C=C1)C1=CC=CC=C1)CCC1=CC=C(C(=O)NCCC(=O)OC(C)(C)C)C=C1)OC(F)(F)F (tert-butyl N-(4-{2-[4-methyl-4-(trifluoromethoxy)biphenyl-3-yl]ethyl}benzoyl)-β-alaninate). As a reaction SMILES: [CH3:1][Sn](C)(C)C.Br[C:7]1([O:39][C:40]([F:43])([F:42])[F:41])[CH:12]=[CH:11][C:10]([C:13]2[CH:18]=[CH:17][CH:16]=[CH:15][CH:14]=2)=[CH:9][CH:8]1[CH2:19][CH2:20][C:21]1[CH:38]=[CH:37][C:24]([C:25]([NH:27][CH2:28][CH2:29][C:30]([O:32][C:33]([CH3:36])([CH3:35])[CH3:34])=[O:31])=[O:26])=[CH:23][CH:22]=1>CN(C=O)C.C1C=CC([P]([Pd]([P](C2C=CC=CC=2)(C2C=CC=CC=2)C2C=CC=CC=2)([P](C2C=CC=CC=2)(C2C=CC=CC=2)C2C=CC=CC=2)[P](C2C=CC=CC=2)(C2C=CC=CC=2)C2C=CC=CC=2)(C2C=CC=CC=2)C2C=CC=CC=2)=CC=1>[CH3:1][C:7]1([O:39][C:40]([F:43])([F:42])[F:41])[CH:12]=[CH:11][C:10]([C:13]2[CH:18]=[CH:17][CH:16]=[CH:15][CH:14]=2)=[CH:9][CH:8]1[CH2:19][CH2:20][C:21]1[CH:38]=[CH:37][C:24]([C:25]([NH:27][CH2:28][CH2:29][C:30]([O:32][C:33]([CH3:36])([CH3:35])[CH3:34])=[O:31])=[O:26])=[CH:23][CH:22]=1 |^1:52,54,73,92|. Procedure: Tetramethylstannane (41 μl, 0.295 mmol) was added to the intermediate from Example 1 Step H (35 mg, 0.059 mmol), Pd(PPh3)4 (5 mg, 0.04 mmol) in 3 mL DMF. The solution was then heated at 120° C. overnight under an argon atmosphere. The solution was cooled and partitioned between ethyl acetate and water. The organic phase was washed with water (3×) and brine. The solution was then dried over Na2SO4, filtered and concentrated. The residue was purified by PTLC using 6/4 hexanes/ethyl acetate mobile ... The reactants are Clc1nc(Nc2cc[nH]n2)cc2ccccc12, OCc1ccccc1. Yields the product c1ccc(COc2nc(Nc3cc[nH]n3)cc3ccccc23)cc1. Reaction SMILES: [Cl:1][c:2]1[n:3][c:4]([NH:12][c:13]2[n:14][nH:15][cH:16][cH:17]2)[cH:5][c:6]2[cH:7][cH:8][cH:9][cH:10][c:11]12.[c:18]1([CH2:24][OH:25])[cH:19][cH:20][cH:21][cH:22][cH:23]1>>[c:2]1([O:25][CH2:24][c:18]2[cH:19][cH:20][cH:21][cH:22][cH:23]2)[n:3][c:4]([NH:12][c:13]2[n:14][nH:15][cH:16][cH:17]2)[cH:5][c:6]2[cH:7][cH:8][cH:9][cH:10][c:11]12. The reactants are N-benzyloxycarbonyl-L-seryl-L-tyrosyl hydrazide, Cl.COC([C@@H](NC(CN)=O)CC(C)C)=O (glycyl-L-leucine methyl ester hydrochloride), C(C1=CC=CC=C1)OC(=O)N[C@@H](CO)C(=O)N[C@@H](CC1=CC=C(C=C1)O)C(=O)N=[N+]=[N-] (N-benzyloxycarbonyl-L-seryl-L-tyrosyl azide), Cl (hydrogen chloride), N(=O)OCCC(C)C (isoamyl nitrite). Solvent: C(C)N(CC)CC (triethylamine), CN(C=O)C (N,N-dimethylformamide), C(C)N(CC)CC (triethylamine), O1CCCC1 (tetrahydrofuran). Conditions: temperature -60 celsius, time 1 hour. The product is COC([C@@H](NC(CNC([C@@H](NC([C@@H](NC(=O)OCC1=CC=CC=C1)CO)=O)CC1=CC=C(C=C1)O)=O)=O)CC(C)C)=O (N-benzyloxycarbonyl-L-seryl-L-tyrosylglycyl-L-leucine methyl ester). RXN SMILES: Cl.N(OCCC(C)C)=O.[CH2:10]([O:17][C:18]([NH:20][C@H:21]([C:24]([NH:26][C@H:27]([C:36]([N:38]=[N+]=[N-])=[O:37])[CH2:28][C:29]1[CH:34]=[CH:33][C:32]([OH:35])=[CH:31][CH:30]=1)=[O:25])[CH2:22][OH:23])=[O:19])[C:11]1[CH:16]=[CH:15][CH:14]=[CH:13][CH:12]=1.Cl.[CH3:42][O:43][C:44](=[O:55])[C@H:45]([CH2:51][CH:52]([CH3:54])[CH3:53])[NH:46][C:47](=[O:50])[CH2:48]N>O1CCCC1.C(N(CC)CC)C.CN(C)C=O>[CH3:42][O:43][C:44](=[O:55])[C@H:45]([CH2:51][CH:52]([CH3:53])[CH3:54])[NH:46][C:47](=[O:50])[CH2:48][NH:38][C:36](=[O:37])[C@H:27]([CH2:28][C:29]1[CH:34]=[CH:33][C:32]([OH:35])=[CH:31][CH:30]=1)[NH:26][C:24](=[O:25])[C@H:21]([CH2:22][OH:23])[NH:20][C:18]([O:17][CH2:10][C:11]1[CH:16]=[CH:15][CH:14]=[CH:13][CH:12]=1)=[O:19] |f:3.4|. Reported procedure: To a stirred solution of 7.49 g. of N-benzyloxycarbonyl-L-seryl-L-tyrosyl hydrazide [this compound is reported in Helv. Chim. Acta, 41, 1852 (1958)] in 50 ml. of N,N-dimethylformamide, cooled to -30° C., is first added 16.9 ml. of 3.607 N hydrogen chloride in tetrahydrofuran and then 2.7 ml. of isoamyl nitrite, and the resulting mixture is stirred at -30° C. for 30 minutes. The mixture, which contains N-benzyloxycarbonyl-L-seryl-L-tyrosyl azide, is next cooled to -60° C., and to it are added fir... The reactants are CCO, [Cl-], N#Cc1ccc([N+](=O)[O-])c(Nc2ccc(F)cc2F)c1, [Fe], [NH4+], O. Yields the product N#Cc1ccc(N)c(Nc2ccc(F)cc2F)c1. As a reaction SMILES: [CH3:23][CH2:24][OH:25].[Cl-:21].[F:1][c:2]1[c:3]([NH:9][c:10]2[cH:11][c:12]([C:13]#[N:14])[cH:15][cH:16][c:17]2[N+:18]([O-:19])=[O:20])[cH:4][cH:5][c:6]([F:8])[cH:7]1.[Fe:27].[NH4+:22].[OH2:26]>>[F:1][c:2]1[c:3]([NH:9][c:10]2[cH:11][c:12]([C:13]#[N:14])[cH:15][cH:16][c:17]2[NH2:18])[cH:4][cH:5][c:6]([F:8])[cH:7]1.